Dataset: the Open Reaction Database (ORD), a public repository of structured organic reaction records. Task: describe an organic reaction: reactants, conditions, products, and yield The reactants are C(C)(C)(C)OC(CC(CC(CCC1=CC=CC=C1)O)=O)=O (5-hydroxy-3-oxo-7-phenyl-heptanoic acid tert-butyl ester), C(=O)(C(F)(F)F)O (TFA). Solvent: C(Cl)Cl (DCM). The product is C(CC1=CC=CC=C1)C1CC(CC(O1)=O)=O (6-Phenethyl-dihydro-pyran-2,4-dione), solid. Isolated yield 78.0%. RXN SMILES: C([O:5][C:6](=[O:21])[CH2:7][C:8](=[O:20])[CH2:9][CH:10](O)[CH2:11][CH2:12][C:13]1[CH:18]=[CH:17][CH:16]=[CH:15][CH:14]=1)(C)(C)C.C(O)(C(F)(F)F)=O>C(Cl)Cl>[CH2:11]([CH:10]1[O:21][C:6](=[O:5])[CH2:7][C:8](=[O:20])[CH2:9]1)[CH2:12][C:13]1[CH:14]=[CH:15][CH:16]=[CH:17][CH:18]=1. Procedure: A solution of 5-hydroxy-3-oxo-7-phenyl-heptanoic acid tert-butyl ester (0.96 g, 3.3 mmol) and TFA (0.38 g, 3.3 mmol) in DCM (60 mL) was stirred at rt for 18 h. Removal of the volatile components under reduced pressure afforded the product 6-Phenethyl-dihydro-pyran-2,4-dione as an off white solid (0.56 g, 78%). 1H NMR (300 MHz, CDCl3) δ1.9-2.2 (m, 2H), 2.4-2.7 (m, 2H), 2.75-2.95 (m, 2 H), 3.5 (q, 2H), 4.55-4.65(m, 1H), 7.10-7.35 (m, 5H). ESMS calcd (C13H14O3): 218.1; found: 219.1 (M+H)+. The reactants are C[Si](C)(C)[N-][Si](C)(C)C, CCOC(C)=O, O=C1CCCCN1Cc1ccc(F)c(Cl)c1, [Li+], C1CCOC1, COS(=O)(=O)c1ccccc1. Product: O=C1C=CCCN1Cc1ccc(F)c(Cl)c1. RXN SMILES: [CH3:17][Si:18]([N-:19][Si:20]([CH3:21])([CH3:22])[CH3:23])([CH3:24])[CH3:25].[CH3:43][CH2:44][O:45][C:46](=[O:47])[CH3:48].[Cl:1][c:2]1[cH:3][c:4]([CH2:5][N:6]2[C:7](=[O:12])[CH2:8][CH2:9][CH2:10][CH2:11]2)[cH:13][cH:14][c:15]1[F:16].[Li+:26].[O:38]1[CH2:39][CH2:40][CH2:41][CH2:42]1.[c:27]1([S:28]([O:29][CH3:30])(=[O:31])=[O:32])[cH:33][cH:34][cH:35][cH:36][cH:37]1>>[Cl:1][c:2]1[cH:3][c:4]([CH2:5][N:6]2[C:7](=[O:12])[CH:8]=[CH:9][CH2:10][CH2:11]2)[cH:13][cH:14][c:15]1[F:16].